This data is from the Open Reaction Database (ORD), a public repository of structured organic reaction records. The task is: describe an organic reaction: reactants, conditions, products, and yield Starting materials: C1CCOC1, CC(C)CO, [H-], N#Cc1c([N+](=O)[O-])cccc1[N+](=O)[O-], [Na+], O. Product: CC(C)COc1cccc([N+](=O)[O-])c1C#N. RXN SMILES: [CH2:23]1[O:24][CH2:25][CH2:26][CH2:27]1.[CH3:1][CH:2]([CH3:3])[CH2:4][OH:5].[H-:7].[N+:8](=[O:9])([O-:10])[c:11]1[c:12]([C:13]#[N:14])[c:15]([N+:19]([O-:20])=[O:21])[cH:16][cH:17][cH:18]1.[Na+:6].[OH2:22]>>[CH3:1][CH:2]([CH3:3])[CH2:4][O:5][c:15]1[c:12]([C:13]#[N:14])[c:11]([N+:8](=[O:9])[O-:10])[cH:18][cH:17][cH:16]1. Starting materials: Fc1ccc(Br)cc1, CC(C)(C)OC(=O)N1CCC2(CCNCC2)CC1, Cc1ccccc1, c1ccc(P(c2ccccc2)c2ccc3ccccc3c2-c2c(P(c3ccccc3)c3ccccc3)ccc3ccccc23)cc1. The product is CC(C)(C)OC(=O)N1CCC2(CC1)CCN(c1ccc(F)cc1)CC2. As a reaction SMILES: [Br:65][c:66]1[cH:67][cH:68][c:69]([F:72])[cH:70][cH:71]1.[C:47]([CH3:48])([CH3:49])([CH3:50])[O:51][C:52](=[O:53])[N:54]1[CH2:55][CH2:56][C:57]2([CH2:58][CH2:59]1)[CH2:60][CH2:61][NH:62][CH2:63][CH2:64]2.[CH3:73][c:74]1[cH:75][cH:76][cH:77][cH:78][cH:79]1.[cH:1]1[cH:2][cH:3][c:4]([P:5]([c:6]2[cH:7][cH:8][c:9]3[c:10]([cH:11][cH:12][cH:13][cH:14]3)[c:15]2-[c:16]2[c:17]3[c:18]([cH:19][cH:20][cH:21][cH:22]3)[cH:23][cH:24][c:25]2[P:26]([c:27]2[cH:28][cH:29][cH:30][cH:31][cH:32]2)[c:33]2[cH:34][cH:35][cH:36][cH:37][cH:38]2)[c:39]2[cH:40][cH:41][cH:42][cH:43][cH:44]2)[cH:45][cH:46]1>>[C:47]([CH3:48])([CH3:49])([CH3:50])[O:51][C:52](=[O:53])[N:54]1[CH2:55][CH2:56][C:57]2([CH2:58][CH2:59]1)[CH2:60][CH2:61][N:62]([c:66]1[cH:67][cH:68][c:69]([F:72])[cH:70][cH:71]1)[CH2:63][CH2:64]2. The reactants are C(C)C1=CC=C(C=C1)NC(OC[C@H](C)N(C(=O)OC(C)(C)C)C)=O ((S)-2-(methyl(tert-butoxycarbonyl)amino)propyl 4-ethylphenylcarbamate), Cl (HCl), CCN(C(C)C)C(C)C (DIEA), C(C)C1=CC=C(C=C1)N=C=O (4-ethylphenyl isocyanate). Run in CO (MeOH), C1CCOC1 (THF), C1CCOC1 (THF). Reaction conditions: time 2 hour. Yields the product C(C)C1=CC=C(C=C1)NC(OC[C@H](C)N(C(=O)NCC1=C(C=CC=C1)Cl)C)=O ((S)-2-(3-(2-chlorobenzyl)-1-methylureido)propyl 4-ethylphenylcarbamate). Isolated yield 84.4%. Reaction SMILES: [CH2:1]([C:3]1[CH:8]=[CH:7][C:6]([NH:9][C:10](=[O:24])[O:11][CH2:12][C@@H:13]([N:15]([CH3:23])[C:16]([O:18]C(C)(C)C)=O)[CH3:14])=[CH:5][CH:4]=1)[CH3:2].[ClH:25].[CH2:26]([C:28]1[CH:33]=[CH:32][C:31](N=C=O)=[CH:30][CH:29]=1)C.CC[N:39](C(C)C)C(C)C>CO.C1COCC1>[CH2:1]([C:3]1[CH:4]=[CH:5][C:6]([NH:9][C:10](=[O:24])[O:11][CH2:12][C@@H:13]([N:15]([CH3:23])[C:16]([NH:39][CH2:26][C:28]2[CH:33]=[CH:32][CH:31]=[CH:30][C:29]=2[Cl:25])=[O:18])[CH3:14])=[CH:7][CH:8]=1)[CH3:2]. Procedure details: To a solution of (S)-2-(methyl(tert-butoxycarbonyl)amino)propyl 4-ethylphenylcarbamate (105 mg, 0.27 mmol) in MeOH was added HCl (4M in dioxane, 0.2 mL, 0.81 mmol, 3 equiv.) and the mixture was stirred for 2 h. LC/MS indicated the reaction was complete and the mixture was concentrated under reduced pressure to give a crude oil, which was re-dissolved in THF. To this THF solution was added 4-ethylphenyl isocyanate (30 μL, 0.26 mmol) followed by DIEA (0.11 mL, 0.66 mmol, 2.5 equiv.). The reaction ... The reactants are C(C)OC(=O)[C@@H]1[C@H]2CC3(C[C@H]2C[C@H]1O)OCCO3 ((1R,5S,6R,7R)-6-Ethoxycarbonyl-3,3-ethylenedioxy-7-hydroxybicyclo[3.3.0]octane), O1CCCC=C1 (dihydropyrane). Reagents/catalysts: C1(=CC=C(C=C1)S(=O)(=O)[O-])C.[NH+]1=CC=CC=C1 (pyridinium p-toluenesulfonate). Solvent: C(Cl)Cl (methylene chloride). Reaction conditions: time 3 hour. The product is O1C(CCCC1)OC1OCCCC1 (tetrahydropyranyl ether). The yield is 192.1%. Reaction SMILES: C(OC([C@H]1[C@H:13](O)[CH2:12][C@H:11]2[C@@H]1C[C:9]1([O:18][CH2:17][CH2:16][O:15]1)[CH2:10]2)=O)C.[O:19]1C=C[CH2:22][CH2:21][CH2:20]1>C(Cl)Cl.C1(C)C=CC(S([O-])(=O)=O)=CC=1.[NH+]1C=CC=CC=1>[O:19]1[CH2:20][CH2:21][CH2:22][CH2:16][CH:17]1[O:18][CH:9]1[CH2:10][CH2:11][CH2:12][CH2:13][O:15]1 |f:3.4|. Procedure details: A mixture of 2.65 g of (1R,5S,6R,7R)-6- ethoxycarbonyl-3,3-ethylenedioxy-7-hydroxybicyclo[3.3.0]octane (IX), 1.34 g of dihydropyrane, 0.26 g of pyridinium p-toluenesulfonate in 30 ml of anhydrous methylene chloride was stirred at room temperature for 3 hours. Then, the reaction mixture was successively washed with saturated aqueous sodium hydrogencarbonate solution and saturated brine, dried over sodium sulfate, and concentrated to obtain as the residue 3.70 g of oily tetrahydropyranyl ether. A ... Reactants: Cl (hydrochloric acid), [OH-].[Na+] (sodium hydroxide), [N+](=O)([O-])C1=CC=C(C=C1)C(C(=O)OCC)C1CCCC1 ((+/−)-ethyl (4-nitrophenyl)(cyclopentyl)acetate), O (water). The solvent is C1CCOC1.CO (THF methanol). Reaction conditions: time 8 hour. Product: [N+](=O)([O-])C1=CC=C(C=C1)C(C(=O)O)C1CCCC1 ((+/−)-(4-Nitrophenyl)(cyclopentyl)acetic acid). Reaction SMILES: [OH-].[Na+].[N+:3]([C:6]1[CH:11]=[CH:10][C:9]([CH:12]([CH:18]2[CH2:22][CH2:21][CH2:20][CH2:19]2)[C:13]([O:15]CC)=[O:14])=[CH:8][CH:7]=1)([O-:5])=[O:4].O.Cl>C1COCC1.CO>[N+:3]([C:6]1[CH:7]=[CH:8][C:9]([CH:12]([CH:18]2[CH2:22][CH2:21][CH2:20][CH2:19]2)[C:13]([OH:15])=[O:14])=[CH:10][CH:11]=1)([O-:5])=[O:4] |f:0.1,5.6|. Reported procedure: 1.03 g (25.8 mmol) of sodium hydroxide were added to a solution of 715 mg (2.6 mmol) of (+/−)-ethyl (4-nitrophenyl)(cyclopentyl)acetate in 6 ml of THF/methanol (1:1), and the mixture was stirred at RT overnight. The reaction mixture was then poured into water, neutralized with 1 N hydrochloric acid and extracted with ethyl acetate. The organic phase was dried over sodium sulphate and concentrated. The residue was taken up in 80 ml of diethyl ether, and 250 ml of petroleum ether were added. The p... The reactants are BrB(Br)Br, ClCCl, COCC(C)Oc1cc(Oc2cnc(S(C)(=O)=O)cn2)cc(-c2ccc(C3=NC(C)CO3)[nH]2)c1, [Na+], O=C([O-])O. Yields the product CC1COC(c2ccc(-c3cc(Oc4cnc(S(C)(=O)=O)cn4)cc(OC(C)CO)c3)[nH]2)=N1. As a reaction SMILES: [B:35]([Br:36])([Br:37])[Br:38].[CH2:44]([Cl:45])[Cl:46].[CH3:1][O:2][CH2:3][CH:4]([CH3:5])[O:6][c:7]1[cH:8][c:9]([O:10][c:11]2[n:12][cH:13][c:14]([S:17](=[O:18])(=[O:19])[CH3:20])[n:15][cH:16]2)[cH:21][c:22](-[c:24]2[nH:25][c:26]([C:29]3=[N:33][CH:32]([CH3:34])[CH2:31][O:30]3)[cH:27][cH:28]2)[cH:23]1.[Na+:39].[OH:40][C:41](=[O:42])[O-:43]>>[OH:2][CH2:3][CH:4]([CH3:5])[O:6][c:7]1[cH:8][c:9]([O:10][c:11]2[n:12][cH:13][c:14]([S:17](=[O:18])(=[O:19])[CH3:20])[n:15][cH:16]2)[cH:21][c:22](-[c:24]2[nH:25][c:26]([C:29]3=[N:33][CH:32]([CH3:34])[CH2:31][O:30]3)[cH:27][cH:28]2)[cH:23]1.